Dataset: the Open Reaction Database (ORD), a public repository of structured organic reaction records. Task: describe an organic reaction: reactants, conditions, products, and yield The reactants are OC1=C2CCCC(C2=C(C=C1)OC)=O (5-hydroxy-8-methoxy-3,4-dihydro-2H-naphthalen-1-one). Procedure: To a cooled (0° C.), stirred solution of 5-hydroxy-8-methoxy-3,4-dihydro-2H-naphthalen-1-one (1.7 g) in trifluoroacetic acid (20 mL) triethylsilane (4.2 mL) was added and the reaction warmed to RT and then stirred for 1.5 h). The reaction mixture was concentrated in vacuo, partitioned between ethyl acetate/water, the organic layer was washed with water, brine, and then dried over sodium sulfate and concentrated in vacuo. The resulting oil is flash chromatographed (10% ethyl acetate/hexanes) to a... Yields the product COC1=CC=C(C=2CCCCC12)O (4-Methoxy-5,6,7,8-tetrahydronaphthalen-1-ol). Yield: 101.5%. Reaction SMILES: [OH:1][C:2]1[CH:11]=[CH:10][C:9]([O:12][CH3:13])=[C:8]2[C:3]=1[CH2:4][CH2:5][CH2:6][C:7]2=O>FC(F)(F)C(O)=O>[CH3:13][O:12][C:9]1[C:8]2[CH2:7][CH2:6][CH2:5][CH2:4][C:3]=2[C:2]([OH:1])=[CH:11][CH:10]=1. Run at temperature 0 celsius, time 1.5 hour. Run in FC(C(=O)O)(F)F (trifluoroacetic acid). Reactants: BrC=1C=NC=2N(C1)N=C(C2)C(=O)O (6-bromo-pyrazolo[1,5-a]pyrimidine-2-carboxylic acid), FC1=CSC2=C1C(NCC2)C (3-fluoro-4-methyl-4,5,6,7-tetrahydrothieno[3,2-c]pyridine). Yields the product BrC=1C=NC=2N(C1)N=C(C2)C(=O)N2C(C1=C(CC2)SC=C1F)C ((6-Bromo-pyrazolo[1,5-a]pyrimidin-2-yl)-(3-fluoro-4-methyl-6,7-dihydro-4H-thieno[3,2-c]pyridin-5-yl)-methanone). RXN SMILES: [Br:1][C:2]1[CH:3]=[N:4][C:5]2[N:6]([N:8]=[C:9]([C:11]([OH:13])=O)[CH:10]=2)[CH:7]=1.[F:14][C:15]1[C:19]2[CH:20]([CH3:24])[NH:21][CH2:22][CH2:23][C:18]=2[S:17][CH:16]=1>>[Br:1][C:2]1[CH:3]=[N:4][C:5]2[N:6]([N:8]=[C:9]([C:11]([N:21]3[CH2:22][CH2:23][C:18]4[S:17][CH:16]=[C:15]([F:14])[C:19]=4[CH:20]3[CH3:24])=[O:13])[CH:10]=2)[CH:7]=1. Procedure: In close analogy to the procedure described in Example 1, 6-bromo-pyrazolo[1,5-a]pyrimidine-2-carboxylic acid is reacted with 3-fluoro-4-methyl-4,5,6,7-tetrahydrothieno[3,2-c]pyridine to provide the title compound in moderate yield. Starting materials: OC1=CC=C(C=C1)C1=CC=C(C(=O)O)C=C1 (4-(4'-hydroxyphenyl)benzoic acid), N1=CC=CC=C1 (pyridine), C(Cl)(Cl)(Cl)Cl (carbon tetrachloride), C(Cl)(Cl)(Cl)Cl (carbon tetrachloride), Cl[C@H](C(=O)Cl)C(C)C ((s)-2-chloro-3-methylbutanic acid chloride). The product is Cl[C@@H](C(C)C)C(=O)OC1=CC=C(C=C1)C1=CC=C(C(=O)Cl)C=C1 ((s)-4-(4'-(1-chloro-2-methylpropylcarbonyloxy)phenyl)benzoic acid chloride). Reaction SMILES: [OH:1][C:2]1[CH:7]=[CH:6][C:5]([C:8]2[CH:16]=[CH:15][C:11]([C:12]([OH:14])=O)=[CH:10][CH:9]=2)=[CH:4][CH:3]=1.N1C=CC=CC=1.[Cl:23][C@@H:24]([CH:28]([CH3:30])[CH3:29])[C:25](Cl)=[O:26].C(Cl)(Cl)(Cl)[Cl:32]>>[Cl:23][C@H:24]([C:25]([O:1][C:2]1[CH:3]=[CH:4][C:5]([C:8]2[CH:9]=[CH:10][C:11]([C:12]([Cl:32])=[O:14])=[CH:15][CH:16]=2)=[CH:6][CH:7]=1)=[O:26])[CH:28]([CH3:30])[CH3:29]. Reported procedure: Three point five grams of 4-(4'-hydroxyphenyl)benzoic acid were dispersed in a mixed solvent of 30 ml of carbon tetrachloride and 5 ml of pyridine and then heated. 2.5 ml of (s)-2-chloro-3-methylbutanic acid chloride was dropped into the mixed solution with refluxing for 3 hours. After removing the solvent, a small amount of water was added to decompose unreacted nonanic acid chloride. (s)-4-(4'-(1-chloro-2-methylpropylcarbonyloxy)phenyl)benzoic acid (H) after washing the residue with methanol. ... Reported procedure: A 100 gram sample of the polymer described in Example 1 was formulated with 50% of the theoretical stoichiometry of a zinc/amine complex prepared as described in U.S. Pat. Nos. 3,308,078 and 4,017,662: 50.3 grams of Zinc Oxide was reacted with 62.7 grams of Ammonium BiCarbonate and 83.4 grams of 28% Ammonium Hydroxide and diluted with 285 grams of DI water to form a 1.28 molal solution of Tetra-ammino Zinc BiCarbonate (8.39% Zinc as metal). 9.89 grams of this solution (12.7 millimoles of Zinc) w... Product: C([O-])(O)=O.[Zn+2].C([O-])(O)=O (Zinc BiCarbonate). Starting materials: [O-2].[Zn+2] (Zinc Oxide), C([O-])(O)=O.[NH4+] (Ammonium BiCarbonate), [OH-].[NH4+] (Ammonium Hydroxide). Yield: 8.4%. Run in O (DI water). As a reaction SMILES: [O-2].[Zn+2:2].[C:3](=[O:6])([OH:5])[O-:4].[NH4+].[OH-].[NH4+]>O>[C:3](=[O:4])([OH:6])[O-:5].[Zn+2:2].[C:3](=[O:4])([OH:6])[O-:5] |f:0.1,2.3,4.5,7.8.9|.